This data is from the Open Reaction Database (ORD), a public repository of structured organic reaction records. The task is: describe an organic reaction: reactants, conditions, products, and yield Starting materials: CCN(CC)C1CCN(C(=O)c2c(C)nn(-c3cccc(Br)c3)c2C)C1, OB(O)C=CC1CCCCC1. Yields the product CCN(CC)C1CCN(C(=O)c2c(C)nn(-c3cccc(C=CC4CCCCC4)c3)c2C)C1. As a reaction SMILES: [Br:1][c:2]1[cH:3][c:4](-[n:8]2[n:9][c:10]([CH3:26])[c:11]([C:14](=[O:15])[N:16]3[CH2:17][CH:18]([N:21]([CH2:22][CH3:23])[CH2:24][CH3:25])[CH2:19][CH2:20]3)[c:12]2[CH3:13])[cH:5][cH:6][cH:7]1.[CH:27]1([CH:33]=[CH:34][B:35]([OH:36])[OH:37])[CH2:28][CH2:29][CH2:30][CH2:31][CH2:32]1>>[c:2]1([CH:34]=[CH:33][CH:27]2[CH2:28][CH2:29][CH2:30][CH2:31][CH2:32]2)[cH:3][c:4](-[n:8]2[n:9][c:10]([CH3:26])[c:11]([C:14](=[O:15])[N:16]3[CH2:17][CH:18]([N:21]([CH2:22][CH3:23])[CH2:24][CH3:25])[CH2:19][CH2:20]3)[c:12]2[CH3:13])[cH:5][cH:6][cH:7]1. Starting materials: CC1=C(C(C(=C(C1=O)C)C)=O)C(CCCCCC(=O)OC1=CC=C(C=C1)[N+](=O)[O-])C1=CC=CC=C1 (p-nitrophenyl 7-(3,5,6-trimethyl-1,4-benzoquinon-2-yl)-7-phenyl-heptanoate), C1(=CC=CC=C1)CCN1CCNCC1 (4-(2-phenylethyl)piperazine). Run in ClCCl (dichloromethane). Reaction conditions: time 18 hour. The product is CC1=C(C(C(=C(C1=O)C)C)=O)C(CCCCCC(=O)N1CCN(CC1)CCC1=CC=CC=C1)C1=CC=CC=C1 (4-[7-(3,5,6-trimethyl-1,4-benzoquinon-2-yl)-7-phenylheptanoyl]-(2-phenylethyl)piperazine). Isolated yield 92.2%. As a reaction SMILES: [CH3:1][C:2]1[C:7](=[O:8])[C:6]([CH3:9])=[C:5]([CH3:10])[C:4](=[O:11])[C:3]=1[CH:12]([C:30]1[CH:35]=[CH:34][CH:33]=[CH:32][CH:31]=1)[CH2:13][CH2:14][CH2:15][CH2:16][CH2:17][C:18](OC1C=CC([N+]([O-])=O)=CC=1)=[O:19].[C:36]1([CH2:42][CH2:43][N:44]2[CH2:49][CH2:48][NH:47][CH2:46][CH2:45]2)[CH:41]=[CH:40][CH:39]=[CH:38][CH:37]=1>ClCCl>[CH3:1][C:2]1[C:7](=[O:8])[C:6]([CH3:9])=[C:5]([CH3:10])[C:4](=[O:11])[C:3]=1[CH:12]([C:30]1[CH:31]=[CH:32][CH:33]=[CH:34][CH:35]=1)[CH2:13][CH2:14][CH2:15][CH2:16][CH2:17][C:18]([N:47]1[CH2:46][CH2:45][N:44]([CH2:43][CH2:42][C:36]2[CH:41]=[CH:40][CH:39]=[CH:38][CH:37]=2)[CH2:49][CH2:48]1)=[O:19]. Procedure: A solution of p-nitrophenyl 7-(3,5,6-trimethyl-1,4-benzoquinon-2-yl)-7-phenyl-heptanoate (0.50 g, 1.05 mmoles) and 4-(2-phenylethyl)piperazine (0.20 g, 1.05 mmoles) in dichloromethane was allowed to stand at room temperature under stirring for 18 hours. After the solvent was evaporated in a reduced pressure, the residue was dissolved in ethylacetate and the solution was washed with aqueous potassium carbonate and water, and dried over magnesium sulfate. The solvent was evaporated and the residue... Starting materials: CC(C)=O, CC(=O)O, CO, NC1CCN(c2nc3ccc(Cl)cc3s2)CC1. The product is CC(C)NC1CCN(c2nc3ccc(Cl)cc3s2)CC1. As a reaction SMILES: [CH3:18][C:19]([CH3:20])=[O:21].[CH3:22][C:23](=[O:24])[OH:25].[CH3:26][OH:27].[Cl:1][c:2]1[cH:3][c:4]2[c:5]([n:6][c:7]([N:9]3[CH2:10][CH2:11][CH:12]([NH2:15])[CH2:13][CH2:14]3)[s:8]2)[cH:16][cH:17]1>>[Cl:1][c:2]1[cH:3][c:4]2[c:5]([n:6][c:7]([N:9]3[CH2:10][CH2:11][CH:12]([NH:15][CH:19]([CH3:18])[CH3:20])[CH2:13][CH2:14]3)[s:8]2)[cH:16][cH:17]1.